From a dataset of the Open Reaction Database (ORD), a public repository of structured organic reaction records. describe an organic reaction: reactants, conditions, products, and yield The reactants are Cl.ClCC1=NC2=CC=CC=C2C=C1 (2-chloromethylquinoline hydrochloride), OC=1C=C(OCCCC#N)C=CC1 (4-(3-hydroxyphenoxy)butyronitrile), [OH-].[Na+] (sodium hydroxide). Solvent: CS(=O)C (dimethylsulfoxide). The product is N1=C(C=CC2=CC=CC=C12)COC=1C=C(OCCCC#N)C=CC1 (4-(3-(2-Quinolylmethyloxy)phenoxy)butyronitrile). Yield: 66.3%. As a reaction SMILES: Cl.Cl[CH2:3][C:4]1[CH:13]=[CH:12][C:11]2[C:6](=[CH:7][CH:8]=[CH:9][CH:10]=2)[N:5]=1.[OH:14][C:15]1[CH:16]=[C:17]([CH:24]=[CH:25][CH:26]=1)[O:18][CH2:19][CH2:20][CH2:21][C:22]#[N:23].[OH-].[Na+]>CS(C)=O>[N:5]1[C:6]2[C:11](=[CH:10][CH:9]=[CH:8][CH:7]=2)[CH:12]=[CH:13][C:4]=1[CH2:3][O:14][C:15]1[CH:16]=[C:17]([CH:24]=[CH:25][CH:26]=1)[O:18][CH2:19][CH2:20][CH2:21][C:22]#[N:23] |f:0.1,3.4|. Procedure: A mixture of 15.3 g of 2-chloromethylquinoline hydrochloride, 12.6 g of 4-(3-hydroxyphenoxy)butyronitrile and 5.7 g of sodium hydroxide was stirred with 80 ml of dimethylsulfoxide at room temperature for 4 hours. The reaction mixture was partitioned between water and ether. The ether extract was evaporated to yield 23.9 g, of crude product. Crystallization from ethyl acetate:hexane and then from ethanol:hexane gave 15 g of grey needles, m.p. 84°-85° C.